From a dataset of the Open Reaction Database (ORD), a public repository of structured organic reaction records. describe an organic reaction: reactants, conditions, products, and yield Yield: 22.9%. Starting materials: O(C)C=1C=C2CC(NC2=CC1)=O (5-methoxylindolin-2-one), C(=O)C1=CC=C2C(=NNC2=C1)/C=C/C1=CC=C(C(=O)O)C=C1 ((E)-4-(2-(6-formyl-1H-indazol-3-yl)vinyl)benzoic acid). Product: COC=1C=C2/C(/C(NC2=CC1)=O)=C\C1=CC=C2C(=NNC2=C1)/C=C/C1=CC=C(C(=O)O)C=C1 (4-((E)-2-(6-((E)-(5-methoxy-2-oxoindolin-3-ylidene)methyl)-1H-indazol-3-yl)vinyl)benzoic acid). Procedure: The title compound (20 mg, 23%) was synthesized as an orange red solid according to the method described for Example A67 (oil temp 75° C., reflux 90 min) using 5-methoxylindolin-2-one (32.6 mg, 0.2 mmol) and (E)-4-(2-(6-formyl-1H-indazol-3-yl)vinyl)benzoic acid (58.4 mg, 0.2 mmol). 1H NMR (400 MHz, DMSO-d6) δ 13.50 (s, 1H), 12.90 (s, br, 1H), 10.45 (s, 1H), 8.37 (d, J=8.4 Hz, 1H), 7.96 (d, J=8.0 Hz, 2H), 7.92 (s, 1H), 7.86 (d, J=8.0 Hz, 2H), 7.79 (s, 1H), 7.74 (d, J=16.8 Hz, 1H), 7.63 (d, J=16.4... Reaction SMILES: [O:1]([C:3]1[CH:4]=[C:5]2[C:9](=[CH:10][CH:11]=1)[NH:8][C:7](=[O:12])[CH2:6]2)[CH3:2].[CH:13]([C:15]1[CH:23]=[C:22]2[C:18]([C:19](/[CH:24]=[CH:25]/[C:26]3[CH:34]=[CH:33][C:29]([C:30]([OH:32])=[O:31])=[CH:28][CH:27]=3)=[N:20][NH:21]2)=[CH:17][CH:16]=1)=O>>[CH3:2][O:1][C:3]1[CH:4]=[C:5]2[C:9](=[CH:10][CH:11]=1)[NH:8][C:7](=[O:12])/[C:6]/2=[CH:13]/[C:15]1[CH:23]=[C:22]2[C:18]([C:19](/[CH:24]=[CH:25]/[C:26]3[CH:34]=[CH:33][C:29]([C:30]([OH:32])=[O:31])=[CH:28][CH:27]=3)=[N:20][NH:21]2)=[CH:17][CH:16]=1.